Dataset: the Open Reaction Database (ORD), a public repository of structured organic reaction records. Task: describe an organic reaction: reactants, conditions, products, and yield The reactants are CC(=O)O[BH-](OC(C)=O)OC(C)=O, CS(=O)(=O)Nc1ccc(Oc2ccc(C=O)cc2)cc1, CC(=O)O, [Na+], [Na+], CN(C)C=O, [OH-], OC1CCNCC1. Product: CS(=O)(=O)Nc1ccc(Oc2ccc(CN3CCC(O)CC3)cc2)cc1. RXN SMILES: [C:28]([O:29][BH-:30]([O:31][C:32](=[O:33])[CH3:34])[O:35][C:36](=[O:37])[CH3:38])(=[O:39])[CH3:40].[CH3:1][S:2](=[O:3])(=[O:4])[NH:5][c:6]1[cH:7][cH:8][c:9]([O:10][c:11]2[cH:12][cH:13][c:14]([CH:15]=[O:16])[cH:17][cH:18]2)[cH:19][cH:20]1.[CH3:49][C:50](=[O:51])[OH:52].[Na+:41].[Na+:43].[O:44]=[CH:45][N:46]([CH3:47])[CH3:48].[OH-:42].[OH:21][CH:22]1[CH2:23][CH2:24][NH:25][CH2:26][CH2:27]1>>[CH3:1][S:2](=[O:3])(=[O:4])[NH:5][c:6]1[cH:7][cH:8][c:9]([O:10][c:11]2[cH:12][cH:13][c:14]([CH2:15][N:25]3[CH2:24][CH2:23][CH:22]([OH:21])[CH2:27][CH2:26]3)[cH:17][cH:18]2)[cH:19][cH:20]1. Starting materials: COC(=O)C1CC(=O)N(Cc2ccccc2)C1, CO, Cl, [Na+], [OH-]. The product is O=C(O)C1CC(=O)N(Cc2ccccc2)C1. RXN SMILES: [CH2:1]([c:2]1[cH:3][cH:4][cH:5][cH:6][cH:7]1)[N:8]1[CH2:9][CH:10]([C:14](=[O:15])[O:16][CH3:17])[CH2:11][C:12]1=[O:13].[CH3:21][OH:22].[ClH:20].[Na+:19].[OH-:18]>>[CH2:1]([c:2]1[cH:3][cH:4][cH:5][cH:6][cH:7]1)[N:8]1[CH2:9][CH:10]([C:14](=[O:15])[OH:16])[CH2:11][C:12]1=[O:13]. Reactants: CO, [H][H], C1CCOC1, C(=Cc1[nH]c2ccccc2c1Sc1ccccc1)c1nc2ccccc2o1. Yields the product c1ccc(Sc2c(CCc3nc4ccccc4o3)[nH]c3ccccc23)cc1. Reaction SMILES: [CH3:35][OH:36].[H:28][H:29].[O:30]1[CH2:31][CH2:32][CH2:33][CH2:34]1.[o:1]1[c:2]([CH:10]=[CH:11][c:12]2[nH:13][c:14]3[cH:15][cH:16][cH:17][cH:18][c:19]3[c:20]2[S:21][c:22]2[cH:23][cH:24][cH:25][cH:26][cH:27]2)[n:3][c:4]2[c:5]1[cH:6][cH:7][cH:8][cH:9]2>>[o:1]1[c:2]([CH2:10][CH2:11][c:12]2[nH:13][c:14]3[cH:15][cH:16][cH:17][cH:18][c:19]3[c:20]2[S:21][c:22]2[cH:23][cH:24][cH:25][cH:26][cH:27]2)[n:3][c:4]2[c:5]1[cH:6][cH:7][cH:8][cH:9]2. Reactants: COCCOC, COC(=O)OC, O=C1CCc2cc(Cl)ccc21, [H-], [H][H], [Na+]. Product: COC(=O)C1Cc2cc(Cl)ccc2C1=O. RXN SMILES: [CH2:22]([CH2:23][O:24][CH3:25])[O:26][CH3:27].[CH3:16][O:17][C:18]([O:19][CH3:21])=[O:20].[Cl:3][c:4]1[cH:5][c:6]2[c:10]([cH:11][cH:12]1)[C:9](=[O:13])[CH2:8][CH2:7]2.[H-:1].[H:14][H:15].[Na+:2]>>[Cl:3][c:4]1[cH:5][c:6]2[c:10]([cH:11][cH:12]1)[C:9](=[O:13])[CH:8]([C:18]([O:17][CH3:16])=[O:19])[CH2:7]2. The reactants are COC(=O)c1cc(Br)ccc1C, CN(C)C=O, I[Cu]I. Yields the product COC(=O)c1cc(OC)ccc1C. RXN SMILES: [Br:1][c:2]1[cH:3][c:4]([C:9](=[O:10])[O:11][CH3:12])[c:5]([CH3:8])[cH:6][cH:7]1.[CH3:13][N:14]([CH:15]=[O:16])[CH3:17].[Cu:18]([I:19])[I:20]>>[c:2]1([O:16][CH3:15])[cH:3][c:4]([C:9](=[O:10])[O:11][CH3:12])[c:5]([CH3:8])[cH:6][cH:7]1. The reactants are FC=1C=C(OC(C(=O)O)(C)C)C=CC1 (2-(3-fluorophenoxy)-2-methylpropanoic acid), ClSCl (dichlorosulfane), N#N (N2). The product is FC=1C=C(OC(C(=O)Cl)(C)C)C=CC1 (2-(3-fluorophenoxy)-2-methylpropanoyl chloride). As a reaction SMILES: [F:1][C:2]1[CH:3]=[C:4]([CH:12]=[CH:13][CH:14]=1)[O:5][C:6]([CH3:11])([CH3:10])[C:7](O)=[O:8].[Cl:15]SCl.N#N>>[F:1][C:2]1[CH:3]=[C:4]([CH:12]=[CH:13][CH:14]=1)[O:5][C:6]([CH3:11])([CH3:10])[C:7]([Cl:15])=[O:8]. Procedure details: To 2-(3-fluorophenoxy)-2-methylpropanoic acid (1.70 g, 8.58 mmol) was added dichlorosulfane (15 mL) dropwise under N2 and the mixture was refluxed for 3 h. The mixture was cooled to rt and concentrated in vacuo to give the title compound as yellow oil, which was used for next step without further purification. Reactants: C(C)(=O)O (acetic acid), C1=CCCCC1 (cyclohexene). Reagents/catalysts: zeolite. The solvent is O (water). Run at time 4 hour. Product: C1(CCCCC1)O (cyclohexanol), C(C)(=O)OC1CCCCC1 (cyclohexyl acetate). Reaction SMILES: [C:1]([OH:4])(=[O:3])[CH3:2].[CH:5]1[CH2:10][CH2:9][CH2:8][CH2:7][CH:6]=1>O>[CH:1]1([OH:4])[CH2:2][CH2:7][CH2:6][CH2:5][CH2:10]1.[C:1]([O:4][CH:5]1[CH2:10][CH2:9][CH2:8][CH2:7][CH2:6]1)(=[O:3])[CH3:2]. Procedure details: Japanese Patent Application Laid-open No. 313447/1989 discloses an addition reaction of acetic acid with cyclohexene in the presence of both ZSM-5, a high silica content-zeolite, as a catalyst and water. According to this method, the reaction temperature is 120° C. and the reaction time is 4 hours resulting in the formation of cyclohexanol in a 12.5% yield and cyclohexyl acetate at most in a 65% yield. The reaction temperature is high and the catalytic activity is low.